From a dataset of the Open Reaction Database (ORD), a public repository of structured organic reaction records. describe an organic reaction: reactants, conditions, products, and yield The reactants are Cc1ccc(Br)c(NC(=O)c2ccc(C(F)(F)F)cc2)c1, COc1ccc(P2(=S)SP(=S)(c3ccc(OC)cc3)S2)cc1, Cc1ccccc1, O. Product: Cc1ccc(Br)c(NC(=S)c2ccc(C(F)(F)F)cc2)c1. As a reaction SMILES: [Br:1][c:2]1[c:3]([NH:9][C:10]([c:11]2[cH:12][cH:13][c:14]([C:17]([F:18])([F:19])[F:20])[cH:15][cH:16]2)=[O:21])[cH:4][c:5]([CH3:8])[cH:6][cH:7]1.[CH3:22][O:23][c:24]1[cH:25][cH:26][c:27]([P:28]2(=[S:31])[S:29][P:30]([c:32]3[cH:33][cH:34][c:35]([O:36][CH3:37])[cH:38][cH:39]3)(=[S:40])[S:41]2)[cH:42][cH:43]1.[CH3:44][c:45]1[cH:46][cH:47][cH:48][cH:49][cH:50]1.[OH2:51]>>[Br:1][c:2]1[c:3]([NH:9][C:10]([c:11]2[cH:12][cH:13][c:14]([C:17]([F:18])([F:19])[F:20])[cH:15][cH:16]2)=[S:31])[cH:4][c:5]([CH3:8])[cH:6][cH:7]1. The reactants are COC(=O)c1ccc(CN2CC3CC2CN3C(=O)OC(C)(C)C)cc1, Cl, [K+], [K+], O=C([O-])[O-]. Yields the product COC(=O)c1ccc(CN2CC3CC2CN3)cc1. Reaction SMILES: [CH3:1][O:2][C:3](=[O:4])[c:5]1[cH:6][cH:7][c:8]([CH2:11][N:12]2[CH:13]3[CH2:14][N:15]([C:19]([O:20][C:21]([CH3:22])([CH3:23])[CH3:24])=[O:25])[CH:16]([CH2:17]2)[CH2:18]3)[cH:9][cH:10]1.[ClH:32].[K+:26].[K+:27].[O-:28][C:29]([O-:30])=[O:31]>>[CH3:1][O:2][C:3](=[O:4])[c:5]1[cH:6][cH:7][c:8]([CH2:11][N:12]2[CH:13]3[CH2:14][NH:15][CH:16]([CH2:17]2)[CH2:18]3)[cH:9][cH:10]1. The reactants are Cn1cc(Br)cc(Nc2ccc3c(c2)CCN(C2COC2)C3)c1=O, CC(=O)OCc1c(B2OC(C)(C)C(C)(C)O2)cc(F)cc1N1CCn2c(cc3c2CCCC3)C1=O, CC(=O)[O-], CC#N, [K+], [K+], [K+], [Na+], O, O=P([O-])([O-])[O-]. The product is CC(=O)OCc1c(-c2cc(Nc3ccc4c(c3)CCN(C3COC3)C4)c(=O)n(C)c2)cc(F)cc1N1CCn2c(cc3c2CCCC3)C1=O. Reaction SMILES: [Br:1][c:2]1[cH:3][c:4]([NH:10][c:11]2[cH:12][c:13]3[c:18]([cH:19][cH:20]2)[CH2:17][N:16]([CH:21]2[CH2:22][O:23][CH2:24]2)[CH2:15][CH2:14]3)[c:5](=[O:9])[n:6]([CH3:8])[cH:7]1.[C:25]([CH3:26])(=[O:27])[O:28][CH2:29][c:30]1[c:31]([B:51]2[O:52][C:53]([CH3:54])([CH3:55])[C:56]([CH3:57])([CH3:58])[O:59]2)[cH:32][c:33]([F:50])[cH:34][c:35]1[N:36]1[C:37](=[O:49])[c:38]2[n:39]([c:40]3[c:45]([cH:46]2)[CH2:44][CH2:43][CH2:42][CH2:41]3)[CH2:47][CH2:48]1.[CH3:69][C:70](=[O:71])[O-:72].[CH3:74][C:75]#[N:76].[K+:65].[K+:66].[K+:67].[Na+:68].[OH2:73].[P:60]([O-:61])([O-:62])([O-:63])=[O:64]>>[c:2]1(-[c:31]2[c:30]([CH2:29][O:28][C:25]([CH3:26])=[O:27])[c:35]([N:36]3[C:37](=[O:49])[c:38]4[n:39]([c:40]5[c:45]([cH:46]4)[CH2:44][CH2:43][CH2:42][CH2:41]5)[CH2:47][CH2:48]3)[cH:34][c:33]([F:50])[cH:32]2)[cH:3][c:4]([NH:10][c:11]2[cH:12][c:13]3[c:18]([cH:19][cH:20]2)[CH2:17][N:16]([CH:21]2[CH2:22][O:23][CH2:24]2)[CH2:15][CH2:14]3)[c:5](=[O:9])[n:6]([CH3:8])[cH:7]1. The reactants are ClC1=C(C(=O)OC)C=C(C=N1)Cl (methyl 2,5-dichloronicotinate), FC=1C=C(C=CC1)B(O)O ((3-fluorophenyl)boronic acid), C([O-])([O-])=O.[K+].[K+] (potassium carbonate). The reagents and catalysts are Cl[Pd]([P](C1=CC=CC=C1)(C2=CC=CC=C2)C3=CC=CC=C3)([P](C4=CC=CC=C4)(C5=CC=CC=C5)C6=CC=CC=C6)Cl (bis(triphenylphosphine)palladium(II) chloride). Solvent: O (water), O1CCOCC1 (1,4-dioxane). Reaction conditions: temperature 80 celsius. The product is ClC=1C=NC(=C(C(=O)OC)C1)C1=CC(=CC=C1)F (Methyl 5-chloro-2-(3-fluorophenyl)nicotinate). Yield: 81.9%. RXN SMILES: Cl[C:2]1[N:11]=[CH:10][C:9]([Cl:12])=[CH:8][C:3]=1[C:4]([O:6][CH3:7])=[O:5].[F:13][C:14]1[CH:15]=[C:16](B(O)O)[CH:17]=[CH:18][CH:19]=1.C(=O)([O-])[O-].[K+].[K+]>O.O1CCOCC1.Cl[Pd](Cl)([P](C1C=CC=CC=1)(C1C=CC=CC=1)C1C=CC=CC=1)[P](C1C=CC=CC=1)(C1C=CC=CC=1)C1C=CC=CC=1>[Cl:12][C:9]1[CH:10]=[N:11][C:2]([C:18]2[CH:17]=[CH:16][CH:15]=[C:14]([F:13])[CH:19]=2)=[C:3]([CH:8]=1)[C:4]([O:6][CH3:7])=[O:5] |f:2.3.4,^1:38,57|. Procedure: A solution of methyl 2,5-dichloronicotinate (8.2 g, 40 mmol), (3-fluorophenyl)boronic acid (6.1 g, 44 mmol), and potassium carbonate (12 g, 86 mmol) in water (71 mL) and 1,4-dioxane (190 mL) was degassed with nitrogen (10 minutes). The reaction mixture was treated with bis(triphenylphosphine)palladium(II) chloride (3.1 g, 4.4 mmol), degassed with nitrogen (10 minutes), and heated at 80° C. for 14.5 hours. The reaction mixture was diluted with ethyl acetate and water and filtered over celite. The... Starting materials: ClC1=C(C=C(C(N)=S)C=C1C(F)(F)F)C(F)(F)F (4-chloro-3,5-bis(trifluoromethyl)benzothioamide), O.NN (hydrazine hydrate), C(=O)(O)[O-].[Na+] (NaHCO3), C(=O)O (formic acid). Solvent: CN(C)C=O (DMF). Conditions: time 1 hour. Product: ClC1=C(C=C(C=C1C(F)(F)F)C1=NNC=N1)C(F)(F)F (3-(4-chloro-3,5-bis(trifluoromethyl)phenyl)-1H-1,2,4-triazole). The yield is 36.0%. Reaction SMILES: [Cl:1][C:2]1[C:10]([C:11]([F:14])([F:13])[F:12])=[CH:9][C:5]([C:6](=S)[NH2:7])=[CH:4][C:3]=1[C:15]([F:18])([F:17])[F:16].O.[NH2:20][NH2:21].[CH:22](O)=O.C([O-])(O)=O.[Na+]>CN(C=O)C>[Cl:1][C:2]1[C:10]([C:11]([F:14])([F:13])[F:12])=[CH:9][C:5]([C:6]2[N:7]=[CH:22][NH:21][N:20]=2)=[CH:4][C:3]=1[C:15]([F:18])([F:17])[F:16] |f:1.2,4.5|. Reported procedure: A solution of 4-chloro-3,5-bis(trifluoromethyl)benzothioamide (1 g) in DMF (10 mL) was treated with hydrazine hydrate (0.32 g, 2.0 eq.) and the reaction mixture was stirred at room temperature for 1 h before adding formic acid (3 mL). The reaction mixture was refluxed at 90° C. for 3 h then cooled to room temperature, poured into aqueous saturated NaHCO3 (slowly, maintaining temperature 25-30° C.) and extracted with EtOAc (3×100 mL). The combined organic extracts were washed with brine (3×50 mL)...